From a dataset of the Open Reaction Database (ORD), a public repository of structured organic reaction records. describe an organic reaction: reactants, conditions, products, and yield The reactants are C(C)(C)(C)OC(NC1(COC(OC1)(C)C)C#C)=O (tert-butyl-5-ethynyl-2,2-dimethyl-1,3-dioxan-5-ylcarbamate), IC=1C=C2CN(CC2=CC1)C(C1=CC=CC=C1)(C1=CC=CC=C1)C1=CC=CC=C1 (5-iodo-2-tritylisoindoline), C#CCCCCCC (1-octyne), BrC1=CC=C(C=C1)S(=O)(=O)N1C=C(C2=CC=C(C=C12)OC)C(=O)C1=CC(=C(C(=C1)OC)OC)OC ((1-(4-Bromophenylsulfonyl)-6-methoxy-1H-indol-3-yl)(3,4,5-trimethoxyphenyl)methanone). Product: C(C)(C)(C)OC(NC1(COC(OC1)(C)C)C#CC1=CC=C(C=C1)S(=O)(=O)N1C=C(C2=CC=C(C=C12)OC)C(C1=CC(=C(C(=C1)OC)OC)OC)=O)=O (tert-Butyl-5-((4-(6-methoxy-3-(3,4,5-trimethoxybenzoyl)-1H-indol-1-ylsulfonyl)phenyl)ethynyl)-2,2-dimethyl-1,3-dioxan-5-ylcarbamate). The yield is 56.0%. As a reaction SMILES: [C:1]([O:5][C:6](=[O:18])[NH:7][C:8]1([C:16]#[CH:17])[CH2:13][O:12][C:11]([CH3:15])([CH3:14])[O:10][CH2:9]1)([CH3:4])([CH3:3])[CH3:2].C#CCCCCCC.Br[C:28]1[CH:33]=[CH:32][C:31]([S:34]([N:37]2[C:45]3[C:40](=[CH:41][CH:42]=[C:43]([O:46][CH3:47])[CH:44]=3)[C:39]([C:48]([C:50]3[CH:55]=[C:54]([O:56][CH3:57])[C:53]([O:58][CH3:59])=[C:52]([O:60][CH3:61])[CH:51]=3)=[O:49])=[CH:38]2)(=[O:36])=[O:35])=[CH:30][CH:29]=1.IC1C=C2C(=CC=1)CN(C(C1C=CC=CC=1)(C1C=CC=CC=1)C1C=CC=CC=1)C2>>[C:1]([O:5][C:6](=[O:18])[NH:7][C:8]1([C:16]#[C:17][C:28]2[CH:33]=[CH:32][C:31]([S:34]([N:37]3[C:45]4[C:40](=[CH:41][CH:42]=[C:43]([O:46][CH3:47])[CH:44]=4)[C:39]([C:48](=[O:49])[C:50]4[CH:51]=[C:52]([O:60][CH3:61])[C:53]([O:58][CH3:59])=[C:54]([O:56][CH3:57])[CH:55]=4)=[CH:38]3)(=[O:35])=[O:36])=[CH:30][CH:29]=2)[CH2:13][O:12][C:11]([CH3:15])([CH3:14])[O:10][CH2:9]1)([CH3:4])([CH3:3])[CH3:2]. Reported procedure: When tert-butyl-5-ethynyl-2,2-dimethyl-1,3-dioxan-5-ylcarbamate was substituted for 1-octyne and the product of Step C was substituted for 5-iodo-2-tritylisoindoline in Example 2, Step D, the similar process afforded the title compound in 56% yield, as yellow paste. 1H-NMR (CDCl3) 1.41 (s, 3H); 1.43 (s, 9H); 1.45 (s, 3H); 3.88 (s, 3H), 3.90 (s, 6H), 3.95 (s, 3H); 3.96 (d, 2H, J=11.58 Hz); 4.05 (d, 2H, J=11.45 Hz); 7.0 (dd, 1H, J=2.25, 8.82 Hz); 7.00 (s, 2H); 7.44 (broad s, 1H); 7.46 (d, 2H, J=8.... The reactants are BrCc1ccccc1, CC(C)(C)[O-], CN(C)C=O, [K+], OCc1ccccc1O. Yields the product OCc1ccccc1OCc1ccccc1. Reaction SMILES: [Br:16][CH2:17][c:18]1[cH:19][cH:20][cH:21][cH:22][cH:23]1.[CH3:1][C:2]([CH3:3])([O-:4])[CH3:5].[CH3:24][N:25]([CH3:26])[CH:27]=[O:28].[K+:6].[OH:7][CH2:8][c:9]1[cH:10][cH:11][cH:12][cH:13][c:14]1[OH:15]>>[OH:7][CH2:8][c:9]1[cH:10][cH:11][cH:12][cH:13][c:14]1[O:15][CH2:17][c:18]1[cH:19][cH:20][cH:21][cH:22][cH:23]1. Reactants: COC(C)(OC)c1ccnc(N)n1, O=CO. Yields the product CC(=O)c1ccnc(N)n1. Reaction SMILES: [CH3:1][O:2][C:3]([CH3:4])([O:5][CH3:6])[c:7]1[n:8][c:9]([NH2:13])[n:10][cH:11][cH:12]1.[CH:14]([OH:15])=[O:16]>>[O:2]=[C:3]([CH3:4])[c:7]1[n:8][c:9]([NH2:13])[n:10][cH:11][cH:12]1.